From a dataset of the Open Reaction Database (ORD), a public repository of structured organic reaction records. describe an organic reaction: reactants, conditions, products, and yield Starting materials: ClC=1NC=C(N1)[N+](=O)[O-] (2-Chloro-4-nitro-1H-imidazole), C[C@]1(OC1)CN1CCC(CC1)C(=O)OCC (ethyl (S)-1-(2-methyloxiran-2-ylmethyl)piperidine-4-carboxylate), C(O)([O-])=O.[Na+] (sodium hydrogencarbonate). Run in C(C)O (ethanol). Product: C[C@@]1(CN2C(O1)=NC(=C2)[N+](=O)[O-])CN2CCC(CC2)C(=O)OCC (ethyl (S)-1-(2-methyl-6-nitro-2,3-dihydroimidazo[2,1-b]oxazol-2-ylmethyl)piperidine-4-carboxylate). The yield is 19.6%. Reaction SMILES: Cl[C:2]1[NH:3][CH:4]=[C:5]([N+:7]([O-:9])=[O:8])[N:6]=1.[CH3:10][C@:11]1([CH2:14][N:15]2[CH2:20][CH2:19][CH:18]([C:21]([O:23][CH2:24][CH3:25])=[O:22])[CH2:17][CH2:16]2)[CH2:13][O:12]1.C(=O)([O-])O.[Na+]>C(O)C>[CH3:13][C@@:11]1([CH2:14][N:15]2[CH2:16][CH2:17][CH:18]([C:21]([O:23][CH2:24][CH3:25])=[O:22])[CH2:19][CH2:20]2)[O:12][C:2]2=[N:6][C:5]([N+:7]([O-:9])=[O:8])=[CH:4][N:3]2[CH2:10]1 |f:2.3|. Reported procedure: 2-Chloro-4-nitro-1H-imidazole (3.7 g, 25.1 mmol), ethyl (S)-1-(2-methyloxiran-2-ylmethyl)piperidine-4-carboxylate (4.8 g, 21.1 mmol) and sodium hydrogencarbonate (2.2 g, 25.1 mmol) in ethanol (25 ml) were stirred under reflux overnight. The reaction mixture was concentrated under reduced pressure. To the residue, water was added, and the solution was extracted with methylene chloride. The organic phase was washed with a saturated saline solution, dried over magnesium sulfate and then filtered. T... The reactants are CC1=C(N)C(=CC(=C1)C)C (2,4,6-Trimethylaniline), O1CC1C (1,2-epoxypropane), ( a ). Yields the product OC(CNC1=C(C=C(C=C1C)C)C)C (N-(β-hydroxy-propyl)-2,4,6-trimethyl-aniline). Isolated yield 45.1%. Reaction SMILES: [CH3:1][C:2]1[CH:8]=[C:7]([CH3:9])[CH:6]=[C:5]([CH3:10])[C:3]=1[NH2:4].[O:11]1[CH:13]([CH3:14])[CH2:12]1>>[OH:11][CH:13]([CH3:14])[CH2:12][NH:4][C:3]1[C:5]([CH3:10])=[CH:6][C:7]([CH3:9])=[CH:8][C:2]=1[CH3:1]. Reported procedure: 2,4,6-Trimethylaniline is reacted with 1,2-epoxypropane as described in Example 3, Method (b), point (a) to obtain N-(β-hydroxy-propyl)-2,4,6-trimethyl-aniline with a yield of 45.1%, b.p.: 130°-135° C./0.4 mm Hg. Starting materials: CC(=O)O, CCCSc1ncc(C(F)(F)F)cc1Cl, OO. Yields the product CCCS(=O)c1ncc(C(F)(F)F)cc1Cl. As a reaction SMILES: [CH3:18][C:19](=[O:20])[OH:21].[Cl:3][c:4]1[c:5]([S:14][CH2:15][CH2:16][CH3:17])[n:6][cH:7][c:8]([C:10]([F:11])([F:12])[F:13])[cH:9]1.[OH:1][OH:2]>>[O:1]=[S:14]([c:5]1[c:4]([Cl:3])[cH:9][c:8]([C:10]([F:11])([F:12])[F:13])[cH:7][n:6]1)[CH2:15][CH2:16][CH3:17].